Dataset: the Open Reaction Database (ORD), a public repository of structured organic reaction records. Task: describe an organic reaction: reactants, conditions, products, and yield Reactants: C1(=CC=CC=C1)SCCCCNC(P(OCC)(OCC)=O)P(OCC)(OCC)=O (Tetraethyl 4-(phenylthio)butylaminomethylenebisphosphonate). Run in Cl (hydrochloric acid). Yields the product C1(=CC=CC=C1)SCCCCNC(P(O)(O)=O)P(O)(O)=O (4-(phenylthio)butylaminomethylenebisphosphonic acid). Isolated yield 58.6%. As a reaction SMILES: [C:1]1([S:7][CH2:8][CH2:9][CH2:10][CH2:11][NH:12][CH:13]([P:22](=[O:29])([O:26]CC)[O:23]CC)[P:14](=[O:21])([O:18]CC)[O:15]CC)[CH:6]=[CH:5][CH:4]=[CH:3][CH:2]=1>Cl>[C:1]1([S:7][CH2:8][CH2:9][CH2:10][CH2:11][NH:12][CH:13]([P:22](=[O:23])([OH:26])[OH:29])[P:14](=[O:15])([OH:18])[OH:21])[CH:6]=[CH:5][CH:4]=[CH:3][CH:2]=1. Procedure: Tetraethyl 4-(phenylthio)butylaminomethylenebisphosphonate (11.1 g) was dissolved in concentrated hydrochloric acid (150 ml) and the mixture was refluxed for 2.5 hours. After the reaction mixture was concentrated under reduced pressure, water was poured and separated crystals were collected by filtration to obtain 4-(phenylthio)butylaminomethylenebisphosphonic acid (4.94 g) as a white powder. Sodium methylate (28% methanol solution, 13.3 g) was added to the suspension of this powder (4.08 g) in ... The reactants are O=C([O-])[O-], CS(=O)(=O)Cl, ClC(Cl)Cl, Cl, [K+], [K+], O=C1CCNCC1, O, O. The product is CS(=O)(=O)N1CCC(=O)CC1. Reaction SMILES: [C:1](=[O:2])([O-:3])[O-:4].[CH3:16][S:17](=[O:18])(=[O:19])[Cl:20].[CH:21]([Cl:22])([Cl:23])[Cl:24].[ClH:7].[K+:5].[K+:6].[NH:9]1[CH2:10][CH2:11][C:12](=[O:15])[CH2:13][CH2:14]1.[OH2:25].[OH2:8]>>[N:9]1([S:17]([CH3:16])(=[O:18])=[O:19])[CH2:10][CH2:11][C:12](=[O:15])[CH2:13][CH2:14]1. Reactants: N1CCC(CC1)N1C(NC2=NC=CC=C21)=O (1-piperidin-4-yl-1,3-dihydroimidazo[4,5-b]pyridin-2-one), N1CCC(CC1)N1C(NC2=NC=CC=C21)=O (1-piperidin-4-yl-1,3-dihydroimidazo[4,5-b]pyridin-2-one), ClC1=CC(=NC(=N1)C)OC1=CC2=C(NC(O2)=O)C(=C1)C (6-(6-chloro-2-methyl-pyrimidin-4-yloxy)-4-methyl-3H-benzoxazol-2-one), CCN(C(C)C)C(C)C (DIPEA). The solvent is CN(C)C=O (DMF), O (water). Conditions: temperature 80 celsius, time 8 hour. Product: CC1=NC(=CC(=N1)N1CCC(CC1)N1C(NC2=NC=CC=C21)=O)OC2=CC1=C(NC(O1)=O)C(=C2)C (1-{1-[2-methyl-6-(4-methyl-2-oxo-2,3-dihydro-benzoxazol-6-yloxy)-pyrimidin-4-yl]-piperidin-4-yl}-1,3-dihydro-imidazo[4,5-b]pyridin-2-one). As a reaction SMILES: [NH:1]1[CH2:6][CH2:5][CH:4]([N:7]2[C:15]3[C:10](=[N:11][CH:12]=[CH:13][CH:14]=3)[NH:9][C:8]2=[O:16])[CH2:3][CH2:2]1.Cl[C:18]1[N:23]=[C:22]([CH3:24])[N:21]=[C:20]([O:25][C:26]2[CH:35]=[C:34]([CH3:36])[C:29]3[NH:30][C:31](=[O:33])[O:32][C:28]=3[CH:27]=2)[CH:19]=1.CCN(C(C)C)C(C)C>CN(C=O)C.O>[CH3:24][C:22]1[N:23]=[C:18]([N:1]2[CH2:2][CH2:3][CH:4]([N:7]3[C:15]4[C:10](=[N:11][CH:12]=[CH:13][CH:14]=4)[NH:9][C:8]3=[O:16])[CH2:5][CH2:6]2)[CH:19]=[C:20]([O:25][C:26]2[CH:35]=[C:34]([CH3:36])[C:29]3[NH:30][C:31](=[O:33])[O:32][C:28]=3[CH:27]=2)[N:21]=1. Procedure details: 38 mg (0.17 mmol) 1-piperidin-4-yl-1,3-dihydroimidazo[4,5-b]pyridin-2-one, 50 mg (0.17 mmol) 6-(6-chloro-2-methyl-pyrimidin-4-yloxy)-4-methyl-3H-benzoxazol-2-one and 0.10 mL (0.57 mmol) DIPEA were combined in 1.8 mL DMF and stirred overnight at 80° C. Then another 15 mg (0.069 mmol) 1-piperidin-4-yl-1,3-dihydroimidazo[4,5-b]pyridin-2-one were added and the mixture was further stirred overnight at RT. The reaction mixture was diluted with water, the precipitate formed was suction filtered and dri...